This data is from the Open Reaction Database (ORD), a public repository of structured organic reaction records. The task is: describe an organic reaction: reactants, conditions, products, and yield The reactants are CCCCP(CCCC)CCCC, C1CCOC1, CCNC(=O)c1ccc(-n2nnc(C(=O)NC3CC3)c2CCCO)c(O)c1, O=C(N=NC(=O)N1CCCCC1)N1CCCCC1. Yields the product CCNC(=O)c1ccc2c(c1)OCCCc1c(C(=O)NC3CC3)nnn1-2. Reaction SMILES: [CH2:28]([P:29]([CH2:30][CH2:31][CH2:32][CH3:33])[CH2:34][CH2:35][CH2:36][CH3:37])[CH2:38][CH2:39][CH3:40].[CH2:59]1[O:60][CH2:61][CH2:62][CH2:63]1.[CH:1]1([NH:4][C:5](=[O:6])[c:7]2[n:8][n:9][n:10](-[c:16]3[c:17]([OH:27])[cH:18][c:19]([C:22](=[O:23])[NH:24][CH2:25][CH3:26])[cH:20][cH:21]3)[c:11]2[CH2:12][CH2:13][CH2:14][OH:15])[CH2:2][CH2:3]1.[N:41]([C:42]([N:43]1[CH2:44][CH2:45][CH2:46][CH2:47][CH2:48]1)=[O:49])=[N:50][C:51]([N:52]1[CH2:53][CH2:54][CH2:55][CH2:56][CH2:57]1)=[O:58]>>[CH:1]1([NH:4][C:5](=[O:6])[c:7]2[n:8][n:9][n:10]3[c:11]2[CH2:12][CH2:13][CH2:14][O:27][c:17]2[c:16]-3[cH:21][cH:20][c:19]([C:22](=[O:23])[NH:24][CH2:25][CH3:26])[cH:18]2)[CH2:2][CH2:3]1. Reactants: C(#N)C1=CC(=C(C=C1OC)CC(=O)O)F ((4-cyano-2-fluoro-5-methoxyphenyl)acetic acid), C(CC(=O)OC(C)(C)C)(=O)OC(C)(C)C (di-tert-butyl malonate), FC1=C(C#N)C=C(C(=C1)F)OC (2,4-difluoro-5-methoxybenzonitrile). Product: C(#N)C1=CC(=C(C=C1F)CC(=O)O)OC ((4-Cyano-5-fluoro-2-methoxyphenyl)acetic acid). RXN SMILES: C(C1C(OC)=CC([CH2:11][C:12]([OH:14])=[O:13])=C(F)C=1)#N.C(OC(C)(C)C)(=O)CC(OC(C)(C)C)=O.[F:31][C:32]1[CH:39]=[C:38](F)[C:37]([O:41][CH3:42])=[CH:36][C:33]=1[C:34]#[N:35]>>[C:34]([C:33]1[C:32]([F:31])=[CH:39][C:38]([CH2:11][C:12]([OH:14])=[O:13])=[C:37]([O:41][CH3:42])[CH:36]=1)#[N:35]. Procedure details: (4-Cyano-5-fluoro-2-methoxyphenyl)acetic acid was prepared in a similar fashion to the previously described synthesis of (4-cyano-2-fluoro-5-methoxyphenyl)acetic acid starting from di-tert-butyl malonate and 2,4-difluoro-5-methoxybenzonitrile. LC-MS (IE, m/z): 208 [M−1]+.